Dataset: the Open Reaction Database (ORD), a public repository of structured organic reaction records. Task: describe an organic reaction: reactants, conditions, products, and yield Run at temperature 70 celsius, time 16 hour. The reactants are C1(NCC2=CC=CC=C12)=O (2,3-dihydro-isoindol-1-one), BrCC1=C(C#N)C=CC=C1 (2-bromomethyl-benzonitrile), C(=O)([O-])[O-].[Cs+].[Cs+] (Cs2CO3), C1COCCOCCOCCOCCOCCO1 (18-crown-6). RXN SMILES: [C:1]1(=[O:10])[C:9]2[C:4](=[CH:5][CH:6]=[CH:7][CH:8]=2)[CH2:3][NH:2]1.Br[CH2:12][C:13]1[CH:20]=[CH:19][CH:18]=[CH:17][C:14]=1[C:15]#[N:16].C([O-])([O-])=O.[Cs+].[Cs+].C1OCCOCCOCCOCCOCCOC1>CC(C)=O.CCCCCC.C(OCC)(=O)C>[O:10]=[C:1]1[C:9]2[C:4](=[CH:5][CH:6]=[CH:7][CH:8]=2)[CH2:3][N:2]1[CH2:12][C:13]1[CH:20]=[CH:19][CH:18]=[CH:17][C:14]=1[C:15]#[N:16] |f:2.3.4|. Solvent: CC(=O)C (acetone), C(C)(=O)OCC (ethyl acetate), CCCCCC (hexane). The yield is 44.3%. Yields the product O=C1N(CC2=CC=CC=C12)CC1=C(C#N)C=CC=C1 (2-(1-oxo-1,3-dihydro-isoindol-2-ylmethyl)-benzonitrile). Reported procedure: A mixture of 2,3-dihydro-isoindol-1-one (0.066 g, 0.5 mmol,), 2-bromomethyl-benzonitrile (0.117 g, 0.6 mmol), Cs2CO3 (0.408 g, 1.25 mmol), and 18-crown-6 (0.013 g, 0.05 mmol) in acetone (3 mL) was stirred at 70° C. for 16 h. Workup and silica gel column chromatography using 30% ethyl acetate in hexane afforded 2-(1-oxo-1,3-dihydro-isoindol-2-ylmethyl)-benzonitrile (0.055 g, 44%). 1H NMR (300 MHz, CDCl3): δ (ppm) 4.22 (s, 2H), 5.08 (s, 2H), 7.28-7.70 (m, 7H), 7.92 (d, 1H). The reactants are C(C)(=O)NCCC=1N(C2=CC=C(C=C2C1CCCC1=CC=C(C(=O)O)C=C1)Cl)C(C1=CC=CC=C1)C1=CC=CC=C1 (4-{3-[2-(2-Acetylamino-ethyl)-1-benzhydryl-5-chloro-1H-indol-3-yl]-propyl}-benzoic acid), [OH-].[K+] (potassium hydroxide), CO (methanol), CO (Methanol), Cl (HCl). The solvent is O (water). Conditions: time 30 minute. Yields the product NCCC=1N(C2=CC=C(C=C2C1C(CC1=CC=C(C(=O)O)C=C1)C)Cl)C(C1=CC=CC=C1)C1=CC=CC=C1 (4-{2-[2-(2-Amino-ethyl)-1-benzhydryl-5-chloro-1H-indol-3-yl]-propyl}-benzoic acid). As a reaction SMILES: C([NH:4][CH2:5][CH2:6][C:7]1[N:8]([CH:29]([C:36]2[CH:41]=[CH:40][CH:39]=[CH:38][CH:37]=2)[C:30]2[CH:35]=[CH:34][CH:33]=[CH:32][CH:31]=2)[C:9]2[C:14]([C:15]=1[CH2:16][CH2:17]CC1C=CC(C(O)=O)=CC=1)=[CH:13][C:12](Cl)=[CH:11][CH:10]=2)(=O)C.[OH-:42].[K+].[ClH:44].[CH3:45][OH:46]>O>[NH2:4][CH2:5][CH2:6][C:7]1[N:8]([CH:29]([C:36]2[CH:41]=[CH:40][CH:39]=[CH:38][CH:37]=2)[C:30]2[CH:35]=[CH:34][CH:33]=[CH:32][CH:31]=2)[C:9]2[C:14]([C:15]=1[CH:16]([CH3:17])[CH2:15][C:14]1[CH:9]=[CH:10][C:11]([C:45]([OH:46])=[O:42])=[CH:12][CH:13]=1)=[CH:13][C:12]([Cl:44])=[CH:11][CH:10]=2 |f:1.2|. Reported procedure: 4-{3-[2-(2-Acetylamino-ethyl)-1-benzhydryl-5-chloro-1H-indol-3-yl]-propyl}-benzoic acid (175 g, 0.310 mol) is added to a stirred solution of methanol (700 mL), water (175 mL) and potassium hydroxide (385 g, 5.83 mol). The mixture is wormed to 86° C. for 16 h-24 h. The reaction is complete when the product/starting material ratio is greater than 99/1 by HPLC. The following addition steps should maintain the reaction mixture at an internal temperature of 60° C.-65° C. Methanol (1500 mL) is added t... Reported procedure: The title compound was prepared in a manner analogous to Example 1, substituting 2-((1R,6S)-3,8-diazabicyclo[4.2.0]octan-8-yl)-5-chlorobenzo[d]oxazole (Intermediate 32) for (1R,6S)8-(4,6-dimethyl-pyrimidin-2-yl)-3,8-diaza-bicyclo[4.2.0]octane and 2-[1,2,3]triazol-2-yl-benzoic acid (Intermediate 14) for 2-thiophen-2-yl-benzoic acid. DCM was used in place of DMF. MS (ESI) mass calcd. For C22H19ClN6O2, 434.89; m/z found 435.1 [M+H]+. 1H NMR (CD3OD): 8.03-7.28 (m, 6H), 7.23-6.88 (m, 3H), 4.72-4.54 (... The solvent is C(Cl)Cl (DCM). RXN SMILES: [C@@H:1]12[N:8]([C:9]3[O:10][C:11]4[CH:17]=[CH:16][C:15]([Cl:18])=[CH:14][C:12]=4[N:13]=3)[CH2:7][C@@H:6]1[CH2:5][CH2:4][NH:3][CH2:2]2.CC1C=C(C)N=C(N2[C@@H]3[C@@H](CCNC3)C2)N=1.[N:35]1[N:36]([C:40]2[CH:48]=[CH:47][CH:46]=[CH:45][C:41]=2[C:42](O)=[O:43])[N:37]=[CH:38][CH:39]=1.S1C=CC=C1C1C=CC=CC=1C(O)=O>C(Cl)Cl>[Cl:18][C:15]1[CH:16]=[CH:17][C:11]2[O:10][C:9]([N:8]3[C@@H:1]4[C@@H:6]([CH2:5][CH2:4][N:3]([C:42]([C:41]5[CH:45]=[CH:46][CH:47]=[CH:48][C:40]=5[N:36]5[N:37]=[CH:38][CH:39]=[N:35]5)=[O:43])[CH2:2]4)[CH2:7]3)=[N:13][C:12]=2[CH:14]=1. The reactants are [C@@H]12CNCC[C@H]2CN1C=1OC2=C(N1)C=C(C=C2)Cl (2-((1R,6S)-3,8-diazabicyclo[4.2.0]octan-8-yl)-5-chlorobenzo[d]oxazole), N=1N(N=CC1)C1=C(C(=O)O)C=CC=C1 (2-[1,2,3]triazol-2-yl-benzoic acid), S1C(=CC=C1)C1=C(C(=O)O)C=CC=C1 (2-thiophen-2-yl-benzoic acid), CC1=NC(=NC(=C1)C)N1C[C@@H]2CCNC[C@H]12 ((1R,6S)8-(4,6-dimethyl-pyrimidin-2-yl)-3,8-diaza-bicyclo[4.2.0]octane), N=1N(N=CC1)C1=C(C(=O)O)C=CC=C1 (2-[1,2,3]triazol-2-yl-benzoic acid). Product: ClC=1C=CC2=C(N=C(O2)N2C[C@@H]3CCN(C[C@H]23)C(=O)C2=C(C=CC=C2)N2N=CC=N2)C1 (5-Chloro-2-[(1R,6S)-3-{[2-(2H-1,2,3-triazol-2-yl)phenyl]carbonyl}-3,8-diazabicyclo[4.2.0]oct-8-yl]-1,3-benzoxazole). The product is FC=1C=C(C(=O)NC=2C=C(C(=O)C3CCN(CC3)C)C=CC2)C=CC1 (4-[3-(3-fluorobenzamidyl)benzoyl]-1-methylpiperidine). Procedure details: A mixture of 4-[3-aminobenzoyl]-1-methylpiperidine (25 mg, 0.115 mmol) and (piperidinomethyl)-polystyrene (50 mg, 0.130 mmol) in tetrahydrofuran (1 mL) was allowed to stand for 5 min. 3-fluorobenzoyl chloride (28 μL, 0.229 mmol) and tetrahydrofuran (1 mL) were added to the reaction mixture. The reaction mixture was mixed for 18 h at ambient temperature. The reaction mixture was filtered and the filter cake was rinsed with methanol. Glacial acetic acid (0.5 mL) was added to the filtrate solution ... RXN SMILES: [NH2:1][C:2]1[CH:3]=[C:4]([CH:14]=[CH:15][CH:16]=1)[C:5]([CH:7]1[CH2:12][CH2:11][N:10]([CH3:13])[CH2:9][CH2:8]1)=[O:6].C1CCNCC1.[F:23][C:24]1[CH:25]=[C:26]([CH:30]=[CH:31][CH:32]=1)[C:27](Cl)=[O:28]>O1CCCC1>[F:23][C:24]1[CH:25]=[C:26]([CH:30]=[CH:31][CH:32]=1)[C:27]([NH:1][C:2]1[CH:3]=[C:4]([CH:14]=[CH:15][CH:16]=1)[C:5]([CH:7]1[CH2:8][CH2:9][N:10]([CH3:13])[CH2:11][CH2:12]1)=[O:6])=[O:28]. Solvent: O1CCCC1 (tetrahydrofuran), O1CCCC1 (tetrahydrofuran). Run at time 5 minute. The reactants are NC=1C=C(C(=O)C2CCN(CC2)C)C=CC1 (4-[3-aminobenzoyl]-1-methylpiperidine), C1CCNCC1 ((piperidinomethyl)-polystyrene), FC=1C=C(C(=O)Cl)C=CC1 (3-fluorobenzoyl chloride). Isolated yield 109.8%. Reported procedure: To a solution of (5Z)-4-[(2-hydroxy-2-methylpropyl)amino]-5-(piperidin-4-ylmethylidene)-1,3-thiazol-2(5H)-one dihydrochloride (200 mg) in DMF (2 mL) was added a solution of triethylamine (0.32 mL) and 2-chloro-4-(trifluoromethyl)benzaldehyde (117 mg) in DMF (1 mL). The reaction mixture was stirred at room temperature for 1 hr, and sodium triacetoxyborohydride (501 mg) was added. The reaction mixture was stirred at room temperature overnight, saturated aqueous sodium hydrogen carbonate solution w... Isolated yield 27.3%. The solvent is CN(C)C=O (DMF), CN(C)C=O (DMF), C(C)N(CC)CC (triethylamine). Reaction conditions: time 1 hour. As a reaction SMILES: Cl.Cl.[OH:3][C:4]([CH3:21])([CH3:20])[CH2:5][NH:6][C:7]1=[N:8][C:9](=[O:19])[S:10]/[C:11]/1=[CH:12]\[CH:13]1[CH2:18][CH2:17][NH:16][CH2:15][CH2:14]1.[Cl:22][C:23]1[CH:30]=[C:29]([C:31]([F:34])([F:33])[F:32])[CH:28]=[CH:27][C:24]=1[CH:25]=O.C(O[BH-](OC(=O)C)OC(=O)C)(=O)C.[Na+].C(=O)([O-])O.[Na+]>CN(C=O)C.C(N(CC)CC)C>[Cl:22][C:23]1[CH:30]=[C:29]([C:31]([F:32])([F:33])[F:34])[CH:28]=[CH:27][C:24]=1[CH2:25][N:16]1[CH2:17][CH2:18][CH:13](/[CH:12]=[C:11]2/[C:7]([NH:6][CH2:5][C:4]([OH:3])([CH3:21])[CH3:20])=[N:8][C:9](=[O:19])[S:10]/2)[CH2:14][CH2:15]1 |f:0.1.2,4.5,6.7|. The product is ClC1=C(CN2CCC(CC2)\C=C/2\C(=NC(S2)=O)NCC(C)(C)O)C=CC(=C1)C(F)(F)F ((5Z)-5-({1-[2-chloro-4-(trifluoromethyl)benzyl]piperidin-4-yl}methylidene)-4-[(2-hydroxy-2-methylpropyl)amino]-1,3-thiazol-2(5H)-one). Reactants: C(O)([O-])=O.[Na+] (sodium hydrogen carbonate), Cl.Cl.OC(CNC/1=NC(S\C1=C/C1CCNCC1)=O)(C)C ((5Z)-4-[(2-hydroxy-2-methylpropyl)amino]-5-(piperidin-4-ylmethylidene)-1,3-thiazol-2(5H)-one dihydrochloride), ClC1=C(C=O)C=CC(=C1)C(F)(F)F (2-chloro-4-(trifluoromethyl)benzaldehyde), C(C)(=O)O[BH-](OC(C)=O)OC(C)=O.[Na+] (sodium triacetoxyborohydride). Reactants: COc1cccc(C2(O)CCCNC2)c1, O=C(Cl)c1cc(C(F)(F)F)cc(C(F)(F)F)c1. The product is COc1cccc(C2(O)CCCN(C(=O)c3cc(C(F)(F)F)cc(C(F)(F)F)c3)C2)c1. RXN SMILES: [CH3:18][O:19][c:20]1[cH:21][c:22]([C:26]2([OH:32])[CH2:27][NH:28][CH2:29][CH2:30][CH2:31]2)[cH:23][cH:24][cH:25]1.[F:1][C:2]([c:3]1[cH:4][c:5]([C:6](=[O:7])[Cl:8])[cH:9][c:10]([C:12]([F:13])([F:14])[F:15])[cH:11]1)([F:16])[F:17]>>[F:1][C:2]([c:3]1[cH:4][c:5]([C:6](=[O:7])[N:28]2[CH2:27][C:26]([c:22]3[cH:21][c:20]([O:19][CH3:18])[cH:25][cH:24][cH:23]3)([OH:32])[CH2:31][CH2:30][CH2:29]2)[cH:9][c:10]([C:12]([F:13])([F:14])[F:15])[cH:11]1)([F:16])[F:17].